The task is: describe an organic reaction: reactants, conditions, products, and yield. This data is from the Open Reaction Database (ORD), a public repository of structured organic reaction records. The reactants are CC(C)S(=O)(=O)CC1CN(C(=O)OC(C)(C)C)CCC1N1CCC(NC(=O)c2cccc(C(F)(F)F)c2)C1=O, ClCCl, [Na+], O=C([O-])O, O=C(O)C(F)(F)F. Product: CC(C)S(=O)(=O)CC1CNCCC1N1CCC(NC(=O)c2cccc(C(F)(F)F)c2)C1=O. As a reaction SMILES: [CH:1]([CH3:2])([CH3:3])[S:4](=[O:5])(=[O:6])[CH2:7][CH:8]1[CH2:9][N:10]([C:33]([O:34][C:35]([CH3:36])([CH3:37])[CH3:38])=[O:39])[CH2:11][CH2:12][CH:13]1[N:14]1[C:15](=[O:32])[CH:16]([NH:19][C:20]([c:21]2[cH:22][c:23]([C:27]([F:28])([F:29])[F:30])[cH:24][cH:25][cH:26]2)=[O:31])[CH2:17][CH2:18]1.[Cl:52][CH2:53][Cl:54].[Na+:51].[O-:47][C:48]([OH:49])=[O:50].[OH:40][C:41]([C:42]([F:43])([F:44])[F:45])=[O:46]>>[CH:1]([CH3:2])([CH3:3])[S:4](=[O:5])(=[O:6])[CH2:7][CH:8]1[CH2:9][NH:10][CH2:11][CH2:12][CH:13]1[N:14]1[C:15](=[O:32])[CH:16]([NH:19][C:20]([c:21]2[cH:22][c:23]([C:27]([F:28])([F:29])[F:30])[cH:24][cH:25][cH:26]2)=[O:31])[CH2:17][CH2:18]1. Starting materials: C(#N)C1=C(C=CC2=C1C(=NCC(=N2)NN)C2=C(C=CC=C2)Br)C#N (6,7-dicyano-5-(o-bromophenyl)-3H-1,4-benzodiazepin-2-yl hydrazine), ClC(C(=O)Cl)C (α-chloropropionyl chloride), C(C)(=O)[O-].[Na+] (sodium acetate). Yields the product C(#N)C1=C(C=CC2=C1C(=NCC=1N2C(=NN1)C(C)Cl)C1=C(C=CC=C1)Br)C#N (7,8-dicyano-1-(α-chloroethyl)-6-(o-bromophenyl)-4H-s-triazolo[4,3-a][1,4]benzodiazepine). RXN SMILES: [C:1]([C:3]1[C:8]2[C:9]([C:16]3[CH:21]=[CH:20][CH:19]=[CH:18][C:17]=3[Br:22])=[N:10][CH2:11][C:12]([NH:14][NH2:15])=[N:13][C:7]=2[CH:6]=[CH:5][C:4]=1[C:23]#[N:24])#[N:2].[Cl:25][CH:26]([CH3:30])[C:27](Cl)=O.C([O-])(=O)C.[Na+]>>[C:1]([C:3]1[C:8]2[C:9]([C:16]3[CH:21]=[CH:20][CH:19]=[CH:18][C:17]=3[Br:22])=[N:10][CH2:11][C:12]3[N:13]([C:27]([CH:26]([Cl:25])[CH3:30])=[N:15][N:14]=3)[C:7]=2[CH:6]=[CH:5][C:4]=1[C:23]#[N:24])#[N:2] |f:2.3|. Procedure details: In the manner given in Example 1, 6,7-dicyano-5-(o-bromophenyl)-3H-1,4-benzodiazepin-2-yl hydrazine was reacted with α-chloropropionyl chloride and after 1.5 hours with sodium acetate, then refluxed to give 7,8-dicyano-1-(α-chloroethyl)-6-(o-bromophenyl)-4H-s-triazolo[4,3-a][1,4]benzodiazepine. Starting materials: C1CCOC1, CO, CCCCCCC, CCOC(C)=O, CCOC(=O)c1cnn(-c2cccc(OC(F)F)c2)c1, O. Product: O=C(O)c1cnn(-c2cccc(OC(F)F)c2)c1. As a reaction SMILES: [CH2:24]1[O:25][CH2:26][CH2:27][CH2:28]1.[CH3:21][OH:22].[CH3:29][CH2:30][CH2:31][CH2:32][CH2:33][CH2:34][CH3:35].[CH3:36][CH2:37][O:38][C:39](=[O:40])[CH3:41].[F:1][CH:2]([O:3][c:4]1[cH:5][c:6](-[n:10]2[n:11][cH:12][c:13]([C:15](=[O:16])[O:17][CH2:18][CH3:19])[cH:14]2)[cH:7][cH:8][cH:9]1)[F:20].[OH2:23]>>[F:1][CH:2]([O:3][c:4]1[cH:5][c:6](-[n:10]2[n:11][cH:12][c:13]([C:15](=[O:16])[OH:17])[cH:14]2)[cH:7][cH:8][cH:9]1)[F:20]. Starting materials: OCCN1C(CCC1)=O (1-(2-Hydroxy-ethyl)-pyrrolidin-2-one), C1=CC=C(C=C1)P(C2=CC=CC=C2)C3=CC=CC=C3 (PPh3), ON1C(C=2C(C1=O)=CC=CC2)=O (N-hydroxy-phthalimide), N(=NC(=O)OC(C)C)C(=O)OC(C)C (diisopropyl azodicarboxylate). Run in C1CCOC1 (THF). Run at time 4 hour. Product: O=C1N(CCC1)CCON1C(C2=CC=CC=C2C1=O)=O (2-(2-(2-oxo-pyrrolidin-1-yl)-ethoxy)-isoindol-1,3-dione). Yield: 57.0%. Reaction SMILES: [OH:1][CH2:2][CH2:3][N:4]1[CH2:8][CH2:7][CH2:6][C:5]1=[O:9].C1C=CC(P(C2C=CC=CC=2)C2C=CC=CC=2)=CC=1.O[N:30]1[C:34](=[O:35])[C:33]2=[CH:36][CH:37]=[CH:38][CH:39]=[C:32]2[C:31]1=[O:40].N(C(OC(C)C)=O)=NC(OC(C)C)=O>C1COCC1>[O:9]=[C:5]1[CH2:6][CH2:7][CH2:8][N:4]1[CH2:3][CH2:2][O:1][N:30]1[C:34](=[O:35])[C:33]2[C:32](=[CH:39][CH:38]=[CH:37][CH:36]=2)[C:31]1=[O:40]. Procedure details: 1-(2-Hydroxy-ethyl)-pyrrolidin-2-one (1.00 g, 7.74 mmol, commercial product), PPh3 (2.07 g, 7.90 mmol), N-hydroxy-phthalimide (1.29 g, 7.90 mmol), and diisopropyl azodicarboxylate (1.60 g, 7.90 mmol) were added to anhydrous THF at 0° C. under a nitrogen atmosphere, and the mixture was stirred. After 4 hours, the reaction mixture was purified by silica gel chromatography to give 2-(2-(2-oxo-pyrrolidin-1-yl)-ethoxy)-isoindol-1,3-dione (1.21 g). Starting materials: OS(=O)(=O)[O-].[K+] (KHSO4), C(C)(C)(C)OC(=O)N1CC(CCC1)(C)CO ((rac)-3-hydroxymethyl-3-methyl-piperidine-1-carboxylic acid tert-butyl ester), C(C)(C)(C)OC(=O)N1CC(CCC1)(C)CO ((rac)-3-hydroxymethyl-3-methyl-piperidine-1-carboxylic acid tert-butyl ester), IC (iodomethane), [H-].[Na+] (NaH). The solvent is CN(C)C=O (DMF). Yields the product C(C)(C)(C)OC(=O)N1CC(CCC1)(C)COC ((rac)-3-Methoxymethyl-3-methyl-piperidine-1-carboxylic acid tert-butyl ester). Isolated yield 64.2%. Reaction SMILES: [C:1]([O:5][C:6]([N:8]1[CH2:13][CH2:12][CH2:11][C:10]([CH2:15][OH:16])([CH3:14])[CH2:9]1)=[O:7])([CH3:4])([CH3:3])[CH3:2].I[CH3:18].[H-].[Na+].OS([O-])(=O)=O.[K+]>CN(C=O)C>[C:1]([O:5][C:6]([N:8]1[CH2:13][CH2:12][CH2:11][C:10]([CH2:15][O:16][CH3:18])([CH3:14])[CH2:9]1)=[O:7])([CH3:4])([CH3:3])[CH3:2] |f:2.3,4.5|. Reported procedure: A solution of 0.37 g (1.60 mmol) of (rac)-3-hydroxymethyl-3-methyl-piperidine-1-carboxylic acid tert-butyl ester (intermediate 30B) and 0.20 ml (3.20 mmol) of iodomethane in 15 ml of DMF was treated at 0° C. with 0.08 g (1.92 mmol) of NaH (55% in oil). The reaction was stirred for 2 h at 0° C., neutralized with cold aqueous 10% KHSO4 and extracted with Et2O (3×). The organic phases were washed with aqueous saturated NaHCO3, aqueous 10% NaCl, dried over Na2SO4 evaporated and purified by flash sil... Reactants: CC(=O)OC(C)=O, CN(C)c1ccncc1, Cc1ccccc1, O=C1CCC(c2ccc(F)cc2)C(=O)C1. Product: CC(=O)C1=C(O)C(c2ccc(F)cc2)CCC1=O. As a reaction SMILES: [CH3:16][C:17](=[O:18])[O:19][C:20](=[O:21])[CH3:22].[CH3:23][N:24]([c:25]1[cH:26][cH:27][n:28][cH:29][cH:30]1)[CH3:31].[CH3:32][c:33]1[cH:34][cH:35][cH:36][cH:37][cH:38]1.[F:1][c:2]1[cH:3][cH:4][c:5]([CH:8]2[C:9](=[O:15])[CH2:10][C:11](=[O:14])[CH2:12][CH2:13]2)[cH:6][cH:7]1>>[F:1][c:2]1[cH:3][cH:4][c:5]([CH:8]2[C:9]([OH:15])=[C:10]([C:17]([CH3:16])=[O:18])[C:11](=[O:14])[CH2:12][CH2:13]2)[cH:6][cH:7]1.